From a dataset of the Open Reaction Database (ORD), a public repository of structured organic reaction records. describe an organic reaction: reactants, conditions, products, and yield The reactants are C1(CCCCC1)NC1=C2C(=NC=C1C1=NOC3(C1)CCC(CC3)C(=O)[O-])N(N=C2)CC (3-[4-(cyclohexylamino)-1-ethyl-1H-pyrazolo[3,4-b]pyridin-5-yl]-1-oxa-2-azaspiro[4.5]dec-2-ene-8-carboxylate), [OH-].[Li+] (lithium hydroxide). Solvent: O (water), O1CCCC1 (tetrahydrofuran). Run at time 8 hour. Product: C1(CCCCC1)NC1=C2C(=NC=C1C1=NOC3(C1)CCC(CC3)C(=O)O)N(N=C2)CC (3-[4-(cyclohexylamino)-1-ethyl-1H-pyrazolo[3,4-b]pyridin-5-yl]-1-oxa-2-azaspiro[4.5]dec-2-ene-8-carboxylic acid). Reaction SMILES: [CH:1]1([NH:7][C:8]2[C:13]([C:14]3[CH2:18][C:17]4([CH2:23][CH2:22][CH:21]([C:24]([O-:26])=[O:25])[CH2:20][CH2:19]4)[O:16][N:15]=3)=[CH:12][N:11]=[C:10]3[N:27]([CH2:30][CH3:31])[N:28]=[CH:29][C:9]=23)[CH2:6][CH2:5][CH2:4][CH2:3][CH2:2]1.[OH-].[Li+]>O1CCCC1.O>[CH:1]1([NH:7][C:8]2[C:13]([C:14]3[CH2:18][C:17]4([CH2:19][CH2:20][CH:21]([C:24]([OH:26])=[O:25])[CH2:22][CH2:23]4)[O:16][N:15]=3)=[CH:12][N:11]=[C:10]3[N:27]([CH2:30][CH3:31])[N:28]=[CH:29][C:9]=23)[CH2:2][CH2:3][CH2:4][CH2:5][CH2:6]1 |f:1.2|. Reported procedure: Ethyl (cis or trans) 3-[4-(cyclohexylamino)-1-ethyl-1H-pyrazolo[3,4-b]pyridin-5-yl]-1-oxa-2-azaspiro[4.5]dec-2-ene-8-carboxylate (130 mg, 0.000286 mole) (example 9) was taken in tetrahydrofuran (5 ml). Aqueous lithium hydroxide (48 mg, 0.00147 mole) in 2 ml water was added to it. The reaction mixture was stirred at room temperature overnight. The solvent was removed under reduced pressure. The mixture was acidified with 3N hydrochloric acid to about pH of 6. The extraction was done with ethyl ac...